This data is from the Open Reaction Database (ORD), a public repository of structured organic reaction records. The task is: describe an organic reaction: reactants, conditions, products, and yield Starting materials: CO, CC(C)CC(C(=O)NN(CC(C)C)C(=O)Cc1nnn[nH]1)C(CC=Cc1ccccc1)C(=O)NOC1CCCCO1, O, Cc1ccc(S(=O)(=O)O)cc1. Product: CC(C)CC(C(=O)NN(CC(C)C)C(=O)Cc1nnn[nH]1)C(CC=Cc1ccccc1)C(=O)NO. As a reaction SMILES: [CH3:54][OH:55].[O:1]1[CH2:2][CH2:3][CH2:4][CH2:5][CH:6]1[O:7][NH:8][C:9](=[O:10])[CH:11]([CH2:12][CH:13]=[CH:14][c:15]1[cH:16][cH:17][cH:18][cH:19][cH:20]1)[CH:21]([C:22](=[O:23])[NH:24][N:25]([C:26]([CH2:27][c:28]1[n:29][n:30][n:31][nH:32]1)=[O:33])[CH2:34][CH:35]([CH3:36])[CH3:37])[CH2:38][CH:39]([CH3:40])[CH3:41].[OH2:42].[c:43]1([CH3:44])[cH:45][cH:46][c:47]([S:48]([OH:49])(=[O:50])=[O:51])[cH:52][cH:53]1>>[OH:7][NH:8][C:9](=[O:10])[CH:11]([CH2:12][CH:13]=[CH:14][c:15]1[cH:16][cH:17][cH:18][cH:19][cH:20]1)[CH:21]([C:22](=[O:23])[NH:24][N:25]([C:26]([CH2:27][c:28]1[n:29][n:30][n:31][nH:32]1)=[O:33])[CH2:34][CH:35]([CH3:36])[CH3:37])[CH2:38][CH:39]([CH3:40])[CH3:41]. Reactants: CC(C)(C)OC(=O)CBr, O=C(O)C(F)(F)F, Nc1ccc(-c2ccc(F)cc2)nc1, O=C(CCc1ccc(-c2cccc(F)c2)nc1)N1CCCCC1, [H-], [Na+], CN(C)C=O. The product is CC(C)(C)OC(=O)CNc1ccc(-c2ccc(F)cc2)nc1. Reaction SMILES: [C:47]([CH3:48])([CH3:49])([CH3:50])[O:51][C:52]([CH2:53][Br:54])=[O:55].[F:15][C:16]([F:17])([F:18])[C:19]([OH:20])=[O:21].[F:1][c:2]1[cH:3][cH:4][c:5](-[c:8]2[cH:9][cH:10][c:11]([NH2:14])[cH:12][n:13]2)[cH:6][cH:7]1.[F:22][c:23]1[cH:24][c:25](-[c:26]2[n:27][cH:28][c:29]([CH2:30][CH2:31][C:32]([N:33]3[CH2:34][CH2:35][CH2:36][CH2:37][CH2:38]3)=[O:39])[cH:40][cH:41]2)[cH:42][cH:43][cH:44]1.[H-:45].[Na+:46].[O:56]=[CH:57][N:58]([CH3:59])[CH3:60]>>[F:1][c:2]1[cH:3][cH:4][c:5](-[c:8]2[cH:9][cH:10][c:11]([NH:14][CH2:53][C:52]([O:51][C:47]([CH3:48])([CH3:49])[CH3:50])=[O:55])[cH:12][n:13]2)[cH:6][cH:7]1. Starting materials: B, CO, Cl, Cn1nnnc1-c1cccc(NC(=O)NCC2CCCN(C(=O)C(C)(C)Cc3ccc(F)cc3)C2)c1, C1CCOC1. The product is Cn1nnnc1-c1cccc(NC(=O)NCC2CCCN(CC(C)(C)Cc3ccc(F)cc3)C2)c1. RXN SMILES: [BH3:1].[CH3:44][OH:45].[ClH:43].[F:7][c:8]1[cH:9][cH:10][c:11]([CH2:14][C:15]([C:16](=[O:17])[N:18]2[CH2:19][CH:20]([CH2:24][NH:25][C:26](=[O:27])[NH:28][c:29]3[cH:30][c:31](-[c:35]4[n:36][n:37][n:38][n:39]4[CH3:40])[cH:32][cH:33][cH:34]3)[CH2:21][CH2:22][CH2:23]2)([CH3:41])[CH3:42])[cH:12][cH:13]1.[O:2]1[CH2:3][CH2:4][CH2:5][CH2:6]1>>[F:7][c:8]1[cH:9][cH:10][c:11]([CH2:14][C:15]([CH2:16][N:18]2[CH2:19][CH:20]([CH2:24][NH:25][C:26](=[O:27])[NH:28][c:29]3[cH:30][c:31](-[c:35]4[n:36][n:37][n:38][n:39]4[CH3:40])[cH:32][cH:33][cH:34]3)[CH2:21][CH2:22][CH2:23]2)([CH3:41])[CH3:42])[cH:12][cH:13]1.